The task is: describe an organic reaction: reactants, conditions, products, and yield. This data is from the Open Reaction Database (ORD), a public repository of structured organic reaction records. Reactants: C(CCC)[Li] (n-Butyllithium), FC1=CC=C(CCl)C=C1 (4-Fluorobenzyl chloride), Cl (hydrochloric acid), CC=1OC(CC(N1)(C)C)C (5,6-Dihydro-2,4,4,6-tetramethyl-4H-1,3-oxazine). Solvent: CCCCCC (hexane), O (water), O1CCCC1 (tetrahydrofuran), O1CCCC1 (tetrahydrofuran). Product: CC1(N=C(OC(C1)C)CCC1=CC=C(C=C1)F)C (5,6-dihydro-4,4,6-trimethyl-2-[2-(4-fluorophenyl)ethyl]-4H-1,3-oxazine). Yield: 71.5%. Reaction SMILES: [CH3:1][C:2]1[O:3][CH:4]([CH3:10])[CH2:5][C:6]([CH3:9])([CH3:8])[N:7]=1.C([Li])CCC.[F:16][C:17]1[CH:24]=[CH:23][C:20]([CH2:21]Cl)=[CH:19][CH:18]=1.Cl>O1CCCC1.CCCCCC.O>[CH3:8][C:6]1([CH3:9])[CH2:5][CH:4]([CH3:10])[O:3][C:2]([CH2:1][CH2:21][C:20]2[CH:23]=[CH:24][C:17]([F:16])=[CH:18][CH:19]=2)=[N:7]1. Procedure: 5,6-Dihydro-2,4,4,6-tetramethyl-4H-1,3-oxazine (10.98 g) in anhydrous tetrahydrofuran (80 ml) was cooled to -70° under nitrogen. n-Butyllithium in hexane (44 ml) was added dropwise to the stirred solution over approximately 1 hr and the mixture was stirred for a further hour. 4-Fluorobenzyl chloride (12.38 g) in anhydrous tetrahydrofuran (20 ml) was added to the mixture over 30 min and the stirred reaction mixture was allowed to warm to room temperature overnight. The mixture was poured into ice...